describe an organic reaction: reactants, conditions, products, and yield From a dataset of the Open Reaction Database (ORD), a public repository of structured organic reaction records. Starting materials: C1(=CC=CC=C1)OC(NC=1C(=NC(=C(C1)CC)C)OC)=O (Phenyl-N-(5-ethyl-2-methoxy-6-methylpyridin-3-yl)carbamate), ClC1=C(C(=CC=C1)Cl)N1CCNCC1 (1-(2,6-dichlorophenyl)piperazine). The product is C(C)C=1C=C(C(=NC1C)OC)NC(=O)N1CCN(CC1)C1=C(C=CC=C1Cl)Cl (1-[(5-ethyl-2-methoxy-6-methylpyridin-3-yl)aminocarbonyl]-4-(2,6-dichlorophenyl)piperazine). The yield is 80.0%. Reaction SMILES: C1(O[C:8](=[O:21])[NH:9][C:10]2[C:11]([O:19][CH3:20])=[N:12][C:13]([CH3:18])=[C:14]([CH2:16][CH3:17])[CH:15]=2)C=CC=CC=1.[Cl:22][C:23]1[CH:28]=[CH:27][CH:26]=[C:25]([Cl:29])[C:24]=1[N:30]1[CH2:35][CH2:34][NH:33][CH2:32][CH2:31]1>>[CH2:16]([C:14]1[CH:15]=[C:10]([NH:9][C:8]([N:33]2[CH2:32][CH2:31][N:30]([C:24]3[C:25]([Cl:29])=[CH:26][CH:27]=[CH:28][C:23]=3[Cl:22])[CH2:35][CH2:34]2)=[O:21])[C:11]([O:19][CH3:20])=[N:12][C:13]=1[CH3:18])[CH3:17]. Procedure: Phenyl-N-(5-ethyl-2-methoxy-6-methylpyridin-3-yl)carbamate and 1-(2,6-dichlorophenyl)piperazine were reacted by the same way with the example 1 to obtain the titled compound. The reactants are O (H2O), C(CCl)Cl (EDC), FC(C1=CC=C(CN)C=C1)(F)F (4-(Trifluoromethyl)benzylamine), COC1=C(C(=O)O)C=C(C=C1)C(C)=O (2-Methoxy-5-acetylbenzoic acid), C=1C=CC2=C(C1)N=NN2O (HOBt). The solvent is C(Cl)Cl (CH2Cl2), CN(C)C=O (DMF). Reaction conditions: time 16 hour. Yields the product C(C)(=O)C=1C=CC(=C(C(=O)NCC2=CC=C(C=C2)C(F)(F)F)C1)OC (5-Acetyl-2-methoxy-N-[[4-(trifluoromethyl)phenyl]methyl]benzamide). As a reaction SMILES: [CH3:1][O:2][C:3]1[CH:11]=[CH:10][C:9]([C:12](=[O:14])[CH3:13])=[CH:8][C:4]=1[C:5]([OH:7])=O.C1C=CC2N(O)N=NC=2C=1.O.C(Cl)CCl.[F:30][C:31]([F:41])([F:40])[C:32]1[CH:39]=[CH:38][C:35]([CH2:36][NH2:37])=[CH:34][CH:33]=1>C(Cl)Cl.CN(C=O)C>[C:12]([C:9]1[CH:10]=[CH:11][C:3]([O:2][CH3:1])=[C:4]([CH:8]=1)[C:5]([NH:37][CH2:36][C:35]1[CH:34]=[CH:33][C:32]([C:31]([F:30])([F:40])[F:41])=[CH:39][CH:38]=1)=[O:7])(=[O:14])[CH3:13]. Procedure: To a stirred solution of 2-Methoxy-5-acetylbenzoic acid (Step B, 2.5 g, 12.8 mmol), HOBt.H2O (2.08 g, 15.4 mmol), and EDC (3.70 g, 19.3 mmol) in CH2Cl2 (20 ml) and DMF (5 ml) was added 4-(Trifluoromethyl)benzylamine (2.48 g, 14.1 mmol), and the mixture was stirred for 16 hours at room temperature. The reaction mixture was concentrated under reduced pressure and then redissolved in ethyl acetate. The organic layer was washed with 3% K2CO3, 1 N HCl, and brine, dried over Na2SO4, filtered and conce... Starting materials: BrC1=CC(=C2C=CN(C2=C1)C)CN1C(N(C2=C1C=CC=C2)C(CC(=O)O)CCC)=O (3-[3-(6-bromo-1-methyl-1H-indol-4-ylmethyl)-2-oxo-2,3-dihydro-benzimidazol-1-yl]-hexanoic acid), C(=O)[O-].[NH4+] (ammonium formate), PdC. Solvent: CO (methanol). Run at time 60 hour. Yields the product CN1C(CC2=C(C=CC=C12)CN1C(N(C2=C1C=CC=C2)C(CC(=O)O)CCC)=O)=O (3-{3-[(1-methyl-2-oxo-2,3-dihydro-1H-indol-4-yl)methyl]-2-oxo-2,3-dihydro-1H-benzimidazol-1-yl}hexanoic acid). The yield is 34.4%. Reaction SMILES: Br[C:2]1[CH:10]=[C:9]2[C:5]([CH:6]=[CH:7][N:8]2[CH3:11])=[C:4]([CH2:12][N:13]2[C:17]3[CH:18]=[CH:19][CH:20]=[CH:21][C:16]=3[N:15]([CH:22]([CH2:27][CH2:28][CH3:29])[CH2:23][C:24]([OH:26])=[O:25])[C:14]2=[O:30])[CH:3]=1.C([O-])=[O:32].[NH4+]>CO>[CH3:11][N:8]1[C:9]2[C:5](=[C:4]([CH2:12][N:13]3[C:17]4[CH:18]=[CH:19][CH:20]=[CH:21][C:16]=4[N:15]([CH:22]([CH2:27][CH2:28][CH3:29])[CH2:23][C:24]([OH:26])=[O:25])[C:14]3=[O:30])[CH:3]=[CH:2][CH:10]=2)[CH2:6][C:7]1=[O:32] |f:1.2|. Procedure: To a solution of 3-[3-(6-bromo-1-methyl-1H-indol-4-ylmethyl)-2-oxo-2,3-dihydro-benzimidazol-1-yl]-hexanoic acid (25 mg, 0.05 mmol) in methanol (2 mL) was added ammonium formate (150 mg, 2.4 mmol) and PdC 10% (5 mg). The resulting mixture was agitated for 60 h, filtered and concentrated. The resulting residue was dispersed in DCM (2 mL), filtered, and the filtrate was washed with DCM (1×2 mL). The mother liquors were concentrated and the residue was purified by preparative HPLC using an acetonitr... Reaction SMILES: [Cl:1][C:2]1[CH:7]=[CH:6][C:5]([C:8]2[C:13]([CH:14]=[O:15])=[CH:12][N:11]=[CH:10][CH:9]=2)=[C:4]([F:16])[CH:3]=1.[CH3:17][Mg]Br>C1COCC1>[Cl:1][C:2]1[CH:7]=[CH:6][C:5]([C:8]2[CH:9]=[CH:10][N:11]=[CH:12][C:13]=2[CH:14]([OH:15])[CH3:17])=[C:4]([F:16])[CH:3]=1. Yields the product ClC1=CC(=C(C=C1)C1=C(C=NC=C1)C(C)O)F (1-(4-(4-chloro-2-fluorophenyl)pyridin-3-yl)ethanol). The yield is 31.2%. The solvent is C1CCOC1 (THF). Procedure details: To a solution of 4-(4-chloro-2-fluorophenyl)nicotinaldehyde (0.12 g, 0.509 mmol) (prepared as in Example 5, Part B) in anhydrous THF (15 mL) was added methyl magnesium bromide (3.0 M in diethyl ether) (0.364 g, 3.06 mmol) at −60° C. dropwise. After complete addition the solution was stirred at −60° C. for 10 min. The reaction mixture was then allowed to warm to room temperature and stirred for 1 h. The reaction was quenched by addition of saturated aqueous ammonium chloride solution (15 mL). The... The reactants are ClC1=CC(=C(C=C1)C1=CC=NC=C1C=O)F (4-(4-chloro-2-fluorophenyl)nicotinaldehyde), C[Mg]Br (methyl magnesium bromide). Conditions: temperature -60 celsius, time 10 minute. The reactants are Cl.C1(=CC=CC=C1)C1(CCNCC1)C(=O)N (4-phenyl-piperidine-4-carboxylic acid-amide hydrochloride), solution, COC=1C=C(CN2CC(CC2)(CC=O)C2=CC(=C(C=C2)Cl)Cl)C=C(C1OC)OC (1-(3,4,5-trimethoxybenzyl)-3-(3,4-dichloro-phenyl)-3-(2-oxo-ethyl)-pyrrolidine), C(#N)[BH3-].[Na+] (sodium cyanoborohydride), O1CCCC1 (tetrahydrofuran), [OH-].[K+] (potassium hydroxide). Reagents/catalysts: CC([O-])C.[Ti+4].CC([O-])C.CC([O-])C.CC([O-])C (titanium(IV) isopropoxide). The solvent is ClCCl.CO (dichloromethane methanol), ClCCl.CO (dichloromethane methanol), ClCCl.CO (dichloromethane methanol), C(C)(=O)OCC (ethyl acetate), ClCCl (dichloromethane), CO (methanol). Reaction conditions: time 18 hour. The product is ClC=1C=C(C=CC1Cl)C1(CN(CC1)CC1=CC(=C(C(=C1)OC)OC)OC)CCN1CCC(CC1)(C(=O)N)C1=CC=CC=C1 (1-[2-[3-(3,4-dichloro-phenyl)-1-(3,4,5-trimethoxy-benzyl)-pyrrolidin-3-yl]-ethyl]-4-phenyl-piperidine-4-carboxylic acid amide). RXN SMILES: Cl.[C:2]1([C:8]2([C:14]([NH2:16])=[O:15])[CH2:13][CH2:12][NH:11][CH2:10][CH2:9]2)[CH:7]=[CH:6][CH:5]=[CH:4][CH:3]=1.[CH3:17][O:18][C:19]1[CH:20]=[C:21]([CH:39]=[C:40]([O:44][CH3:45])[C:41]=1[O:42][CH3:43])[CH2:22][N:23]1[CH2:27][CH2:26][C:25]([C:31]2[CH:36]=[CH:35][C:34]([Cl:37])=[C:33]([Cl:38])[CH:32]=2)([CH2:28][CH:29]=O)[CH2:24]1.C([BH3-])#N.[Na+].O1CCCC1.[OH-].[K+]>CO.CC(C)[O-].[Ti+4].CC(C)[O-].CC(C)[O-].CC(C)[O-].ClCCl.CO.C(OCC)(=O)C.ClCCl>[Cl:38][C:33]1[CH:32]=[C:31]([C:25]2([CH2:28][CH2:29][N:11]3[CH2:10][CH2:9][C:8]([C:2]4[CH:3]=[CH:4][CH:5]=[CH:6][CH:7]=4)([C:14]([NH2:16])=[O:15])[CH2:13][CH2:12]3)[CH2:26][CH2:27][N:23]([CH2:22][C:21]3[CH:39]=[C:40]([O:44][CH3:45])[C:41]([O:42][CH3:43])=[C:19]([O:18][CH3:17])[CH:20]=3)[CH2:24]2)[CH:36]=[CH:35][C:34]=1[Cl:37] |f:0.1,3.4,6.7,9.10.11.12.13,14.15|. Procedure details: Combine 4-phenyl-piperidine-4-carboxylic acid-amide hydrochloride (0.5 g, 2.1 mmol), 1-(3,4,5-trimethoxybenzyl)-3-(3,4-dichloro-phenyl)-3-(2-oxo-ethyl)-pyrrolidine (0.23 g, 0.53 mmol), and titanium(IV) isopropoxide (0.2 g, 0.7 mmol) in methanol (5 mL). Add a solution of sodium cyanoborohydride in tetrahydrofuran (0.9 mL, 1M, 0.9 mmol). After 18 hours, a precipitate had formed. Filter, rinse with methanol and dichloromethane, and evaporate the filtrate to give a residue. Combine residue with dich... Reactants: CCOc1ccccc1N, CC(=O)[O-], CC(=O)CC(C)=O, CCO, [K+], O=N[O-], [Na+], O, O=[N+]([O-])O, O=P(O)(O)O. Yields the product CCOc1ccccc1NN=C(C(C)=O)C(C)=O. Reaction SMILES: [CH2:1]([CH3:2])[O:3][c:4]1[c:5]([NH2:6])[cH:7][cH:8][cH:9][cH:10]1.[CH3:25][C:26](=[O:27])[O-:28].[CH3:29][C:30](=[O:31])[CH2:32][C:33]([CH3:34])=[O:35].[CH3:37][CH2:38][OH:39].[K+:24].[N:20]([O-:21])=[O:22].[Na+:23].[OH2:36].[OH:16][N+:17](=[O:18])[O-:19].[P:11](=[O:12])([OH:13])([OH:14])[OH:15]>>[CH2:1]([CH3:2])[O:3][c:4]1[c:5]([NH:6][N:20]=[C:32]([C:30]([CH3:29])=[O:31])[C:33]([CH3:34])=[O:35])[cH:7][cH:8][cH:9][cH:10]1. The reactants are ClCCBr, CCCC(C#N)CCC, CCNCC, CCCCCC, [Li]CCCC, O. The product is CCCC(C#N)(CCC)CCCl. As a reaction SMILES: [Br:20][CH2:21][CH2:22][Cl:23].[CH2:11]([CH2:12][CH3:13])[CH:14]([C:15]#[N:16])[CH2:17][CH2:18][CH3:19].[CH2:6]([NH:7][CH2:8][CH3:9])[CH3:10].[CH3:24][CH2:25][CH2:26][CH2:27][CH2:28][CH3:29].[Li:1][CH2:2][CH2:3][CH2:4][CH3:5].[OH2:30]>>[CH2:11]([CH2:12][CH3:13])[C:14]([C:15]#[N:16])([CH2:17][CH2:18][CH3:19])[CH2:21][CH2:22][Cl:23]. Reactants: CC(CC(=O)N1C(=O)OCC1Cc1ccccc1)CC(F)(F)F, C1CCOC1, C[Si](C)(C)[N-][Si](C)(C)C, CC(=O)O, CC(=O)[O-], CCOC(C)=O, CC(C)c1cc(C(C)C)c(S(=O)(=O)N=[N+]=[N-])c(C(C)C)c1, [K+], [K+]. Yields the product CC(CC(F)(F)F)C(N=[N+]=[N-])C(=O)N1C(=O)OCC1Cc1ccccc1. Reaction SMILES: [CH2:1]([c:2]1[cH:3][cH:4][cH:5][cH:6][cH:7]1)[CH:8]1[N:9]([C:14]([CH2:15][CH:16]([CH2:17][C:18]([F:19])([F:20])[F:21])[CH3:22])=[O:23])[C:10](=[O:13])[O:11][CH2:12]1.[CH2:64]1[O:65][CH2:66][CH2:67][CH2:68]1.[CH3:25][Si:26]([N-:27][Si:28]([CH3:29])([CH3:30])[CH3:31])([CH3:32])[CH3:33].[CH3:55][C:56](=[O:57])[OH:58].[CH3:60][C:61](=[O:62])[O-:63].[CH3:69][CH2:70][O:71][C:72]([CH3:73])=[O:74].[CH:34]([c:35]1[cH:36][c:37]([CH:38]([CH3:39])[CH3:40])[cH:41][c:42]([CH:43]([CH3:44])[CH3:45])[c:46]1[S:47](=[O:48])(=[O:49])[N:52]=[N+:53]=[N-:54])([CH3:50])[CH3:51].[K+:24].[K+:59]>>[CH2:1]([c:2]1[cH:3][cH:4][cH:5][cH:6][cH:7]1)[CH:8]1[N:9]([C:14]([CH:15]([CH:16]([CH2:17][C:18]([F:19])([F:20])[F:21])[CH3:22])[N:52]=[N+:53]=[N-:54])=[O:23])[C:10](=[O:13])[O:11][CH2:12]1. Starting materials: C(C)OC(=O)C12CCCN(CC1)C2 (1-azabicyclo[3.2.1]octane-5-carboxylic acid ethyl ester), [H-].[Al+3].[Li+].[H-].[H-].[H-].O1CCCC1 (lithium aluminum hydride tetrahydrofuran), O (water), [OH-].[Na+] (sodium hydroxide), O (water). The solvent is O1CCCC1 (tetrahydrofuran). Run at time 30 minute. The product is N12CCCC(CC1)(C2)CO (1-Azabicyclo[3.2.1]octane-5-methanol). As a reaction SMILES: [H-].[Al+3].[Li+].[H-].[H-].[H-].O1CCCC1.C([O:14][C:15]([C:17]12[CH2:24][N:21]([CH2:22][CH2:23]1)[CH2:20][CH2:19][CH2:18]2)=O)C.O.[OH-].[Na+]>O1CCCC1>[N:21]12[CH2:24][C:17]([CH2:15][OH:14])([CH2:23][CH2:22]1)[CH2:18][CH2:19][CH2:20]2 |f:0.1.2.3.4.5.6,9.10|. Procedure: A cooled (0° C.) solution of 1.0N lithium aluminum hydride/tetrahydrofuran (55 mL, 55 mmol) under nitrogen was treated dropwise with a solution of 1-azabicyclo[3.2.1]octane-5-carboxylic acid ethyl ester (9.17 g, 50 mmol) in anhydrous tetrahydrofuran (20 mL), stirred for 30 minutes at room temperature, refluxed for one hour, and cooled (0° C.). In sequence, water (2.1 mL), 15% sodium hydroxide solution (2.1 mL) and water (6.3 mL) were carefully added dropwise, and the mixture was filtered through...